Dataset: the Open Reaction Database (ORD), a public repository of structured organic reaction records. Task: describe an organic reaction: reactants, conditions, products, and yield The reactants are Cl (HCl), BrC1=CC=C(C=C1)CCCC1=CC=CC=C1 (1-bromo-4-(3-phenylpropyl)-benzene), C(C)OC(C=C)OCC (acrolein diethyl acetal), C([O-])([O-])=O.[K+].[K+] (potassium carbonate), [Cl-].[K+] (potassium chloride). The reagents and catalysts are C(C)(=O)[O-].C(CCC)[N+](CCCC)(CCCC)CCCC (tetrabutylammonium acetate), C(C)(=O)[O-].[Pd+2].C(C)(=O)[O-] (palladium(II) acetate). Run in CN(C)C=O (DMF). Run at temperature 90 celsius, time 4 hour. Product: C1(=CC=CC=C1)CCCC1=CC=C(C=C1)/C=C/C=O ((2E)-3-[4-(3-phenylpropyl)phenyl]acrylaldehyde). Isolated yield 62.8%. RXN SMILES: Br[C:2]1[CH:7]=[CH:6][C:5]([CH2:8][CH2:9][CH2:10][C:11]2[CH:16]=[CH:15][CH:14]=[CH:13][CH:12]=2)=[CH:4][CH:3]=1.C([O:19][CH:20](OCC)[CH:21]=[CH2:22])C.C(=O)([O-])[O-].[K+].[K+].[Cl-].[K+].Cl>CN(C=O)C.C([O-])(=O)C.C([N+](CCCC)(CCCC)CCCC)CCC.C([O-])(=O)C.[Pd+2].C([O-])(=O)C>[C:11]1([CH2:10][CH2:9][CH2:8][C:5]2[CH:6]=[CH:7][C:2](/[CH:22]=[CH:21]/[CH:20]=[O:19])=[CH:3][CH:4]=2)[CH:16]=[CH:15][CH:14]=[CH:13][CH:12]=1 |f:2.3.4,5.6,9.10,11.12.13|. Reported procedure: To a solution of 1-bromo-4-(3-phenylpropyl)-benzene (684 mg, 2.48 mmol) in DMF (10 mL) were added acrolein diethyl acetal (1.7 mL, 11.1 mmol), tetrabutylammonium acetate (1.87 g, 6.2 mmol), potassium carbonate (514 mg, 3.72 mmol), potassium chloride (185 mg, 2.48 mmol), and palladium(II) acetate (50 mg, 0.22 mmol). After stirring at 90° C. for 4 h, the reaction mixture was cooled to RT and HCl (2M, 15 mL) was added. After stirring for 10 min at RT, the mixture was extracted with MTBE and washed ...